describe an organic reaction: reactants, conditions, products, and yield From a dataset of the Open Reaction Database (ORD), a public repository of structured organic reaction records. Reactants: CC(=O)O, COc1c(Cl)ccnc1C, O, OO. Product: COc1c(Cl)cc[n+]([O-])c1C. As a reaction SMILES: [CH3:14][C:15](=[O:16])[OH:17].[Cl:1][c:2]1[c:3]([O:9][CH3:10])[c:4]([CH3:8])[n:5][cH:6][cH:7]1.[OH2:11].[OH:12][OH:13]>>[Cl:1][c:2]1[c:3]([O:9][CH3:10])[c:4]([CH3:8])[n+:5]([O-:11])[cH:6][cH:7]1. Reactants: C(C)(C)(C)OC(=O)N1CCC(CC1)COC1=C(C=C2C(=CC=NC2=C1)OC1=CC=C(C=C1)NC(=O)NC=1SC=CN1)C#N (4-(6-Cyano-4-(4-(3-thiazol-2-yl-ureido)-phenoxy)-quinolin-7-yloxymethyl)-piperidine-1-carboxylic acid tert-butyl-ester), FC(C(=O)O)(F)F (trifluoroacetic acid). Product: C(#N)C=1C=C2C(=CC=NC2=CC1OCC1CCNCC1)OC1=CC=C(C=C1)NC(=O)NC=1SC=CN1 (1-(4-(6-Cyano-7-(piperidin-4-ylmethoxy)quinolin-4-yloxy)phenyl)-3-(thiazol-2-yl)urea). The yield is 110.0%. As a reaction SMILES: C(OC([N:8]1[CH2:13][CH2:12][CH:11]([CH2:14][O:15][C:16]2[CH:25]=[C:24]3[C:19]([C:20]([O:26][C:27]4[CH:32]=[CH:31][C:30]([NH:33][C:34]([NH:36][C:37]5[S:38][CH:39]=[CH:40][N:41]=5)=[O:35])=[CH:29][CH:28]=4)=[CH:21][CH:22]=[N:23]3)=[CH:18][C:17]=2[C:42]#[N:43])[CH2:10][CH2:9]1)=O)(C)(C)C.FC(F)(F)C(O)=O>>[C:42]([C:17]1[CH:18]=[C:19]2[C:24](=[CH:25][C:16]=1[O:15][CH2:14][CH:11]1[CH2:10][CH2:9][NH:8][CH2:13][CH2:12]1)[N:23]=[CH:22][CH:21]=[C:20]2[O:26][C:27]1[CH:28]=[CH:29][C:30]([NH:33][C:34]([NH:36][C:37]2[S:38][CH:39]=[CH:40][N:41]=2)=[O:35])=[CH:31][CH:32]=1)#[N:43]. Reported procedure: 4-(6-Cyano-4-(4-(3-thiazol-2-yl-ureido)-phenoxy)-quinolin-7-yloxymethyl)-piperidine-1-carboxylic acid tert-butyl-ester (240 mg) was deprotected with trifluoroacetic acid in the same manner as Production Example 670-4 to obtain the title compound (220 mg) as a solid. Yield: 56.4%. Procedure: 0.70 g (0.0026 mol) of (4,6-dibromopyrimidin-2-yl)-methylamine and 0.56 g (0.0026 mol) of 4-nitrothiophenol potassium salt were dissolved in 15 ml of 1-methyl-2-pyrrolidone and stirred at 50° C. for 5 hrs. The solvent was removed and the residue was partitioned in water and ethyl acetate. The combined organic phases were washed with sat. sodium chloride solution and dried over MgSO4. After filtration and removal of the solvent the residue was chromatographed on silica gel with ethyl acetate/hexa... Solvent: CN1C(CCC1)=O (1-methyl-2-pyrrolidone). Reaction conditions: temperature 50 celsius, time 5 hour. Product: BrC1=NC(=NC(=C1)SC1=CC=C(C=C1)[N+](=O)[O-])NC ([4-bromo-6-(4-nitrophenylsulphanyl)-pyrimidin-2-yl]-methylamine). Starting materials: BrC1=NC(=NC(=C1)Br)NC ((4,6-dibromopyrimidin-2-yl)-methylamine), [K].[N+](=O)([O-])C1=CC=C(C=C1)S (4-nitrothiophenol potassium salt). As a reaction SMILES: Br[C:2]1[CH:7]=[C:6]([Br:8])[N:5]=[C:4]([NH:9][CH3:10])[N:3]=1.[K].[N+:12]([C:15]1[CH:20]=[CH:19][C:18]([SH:21])=[CH:17][CH:16]=1)([O-:14])=[O:13]>CN1CCCC1=O>[Br:8][C:6]1[CH:7]=[C:2]([S:21][C:18]2[CH:19]=[CH:20][C:15]([N+:12]([O-:14])=[O:13])=[CH:16][CH:17]=2)[N:3]=[C:4]([NH:9][CH3:10])[N:5]=1 |f:1.2,^1:10|. The reactants are FC(C(=O)OC)C(=O)OC (dimethyl α-fluoromalonate), C1N2CN3CN1CN(C2)C3 (hexamethylenetetramine), C=O (formaldehyde), C([O-])(O)=O.[Na+] (sodium bicarbonate), alkali metal bicarbonate, FC(C(=O)OC)C(=O)OC (dimethyl α-fluoromalonate), C([O-])(O)=O.[K+] (potassium bicarbonate), C=O (paraformaldehyde), C=O (formaldehyde), C=O (formaldehyde), FF (Fluorine), FC(C(=O)OC)C(=O)OC (dimethyl α-fluoromalonate), O1COCOC1 (1,3,5-trioxane), FC(C(=O)OC)C(=O)OC (Dimethyl α-fluoromalonate), C=O (formaldehyde). Product: OCC(C(=O)OC)(C(=O)OC)F (dimethyl α -hydroxymethyl-α-fluoromalonate). As a reaction SMILES: [F:1][CH:2]([C:7]([O:9][CH3:10])=[O:8])[C:3]([O:5][CH3:6])=[O:4].C=O.FF.C1N2CN3CN(C2)CN1C3.[O:25]1COCO[CH2:26]1.C(=O)(O)[O-].[K+].C(=O)(O)[O-].[Na+]>>[OH:25][CH2:26][C:2]([F:1])([C:7]([O:9][CH3:10])=[O:8])[C:3]([O:5][CH3:6])=[O:4] |f:5.6,7.8|. Procedure: In the first process stage, dimethyl α-fluoromalonate is subjected to hydroxymethylation with formaldehyde. (Dimethyl α-fluoromalonate is a known compound; see Journal of Fluorine Chemistry 25 (1984), 203-212.) The formaldehyde is preferably employed in the form of an aqueous solution having a formaldehyde content of 30 to 40% by weight. The formaldehyde is employed in an amount of 1 to 10 mot, preferably 1.1 to 3 mot (relative to 1 mol of dimethyl α-fluoromalonate). It is also possible to use p... Starting materials: [Al+3], [H-], [H-], [H-], [H-], [Li+], COC(=O)c1ccc(C=Cc2nc(-c3ccco3)oc2C)cc1. Product: Cc1oc(-c2ccco2)nc1C=Cc1ccc(CO)cc1. Reaction SMILES: [Al+3:25].[H-:24].[H-:27].[H-:28].[H-:29].[Li+:26].[o:1]1[c:2](-[c:6]2[o:7][c:8]([CH3:23])[c:9]([CH:11]=[CH:12][c:13]3[cH:14][cH:15][c:16]([C:17](=[O:18])[O:19][CH3:20])[cH:21][cH:22]3)[n:10]2)[cH:3][cH:4][cH:5]1>>[o:1]1[c:2](-[c:6]2[o:7][c:8]([CH3:23])[c:9]([CH:11]=[CH:12][c:13]3[cH:14][cH:15][c:16]([CH2:17][OH:18])[cH:21][cH:22]3)[n:10]2)[cH:3][cH:4][cH:5]1. The reactants are N1CCC(CC1)NC=1C2=C(N=C(N1)NC1=CC=C(C(=O)N)C=C1)N(C=C2)S(=O)(=O)C2=CC=C(C)C=C2 (4-(4-(piperidin-4-ylamino)-7-tosyl-7H-pyrrolo[2,3-d]pyrimidin-2-ylamino)benzamide), TEA, O (Water), C(#N)CC(=O)O (cyanoacetic acid), C(C(=O)Cl)(=O)Cl (oxalyl chloride). Reagents/catalysts: C(Cl)Cl (CH2Cl2). Run in CN(C)C=O (DMF), CCOC(=O)C (EtOAc). Run at time 50 minute. Yields the product C(#N)CC(=O)N1CCC(CC1)NC=1C2=C(N=C(N1)NC1=CC=C(C(=O)N)C=C1)N(C=C2)S(=O)(=O)C2=CC=C(C)C=C2 (4-(4-(1-(2-cyanoacetyl)piperidin-4-ylamino)-7-tosyl-7H-pyrrolo[2,3-d]pyrimidin-2-ylamino)benzamide). Isolated yield 71.4%. As a reaction SMILES: [C:1]([CH2:3][C:4]([OH:6])=O)#[N:2].C(Cl)(=O)C(Cl)=O.[NH:13]1[CH2:18][CH2:17][CH:16]([NH:19][C:20]2[C:21]3[CH:38]=[CH:37][N:36]([S:39]([C:42]4[CH:48]=[CH:47][C:45]([CH3:46])=[CH:44][CH:43]=4)(=[O:41])=[O:40])[C:22]=3[N:23]=[C:24]([NH:26][C:27]3[CH:35]=[CH:34][C:30]([C:31]([NH2:33])=[O:32])=[CH:29][CH:28]=3)[N:25]=2)[CH2:15][CH2:14]1.O>C(Cl)Cl.CN(C=O)C.CCOC(C)=O>[C:1]([CH2:3][C:4]([N:13]1[CH2:14][CH2:15][CH:16]([NH:19][C:20]2[C:21]3[CH:38]=[CH:37][N:36]([S:39]([C:42]4[CH:43]=[CH:44][C:45]([CH3:46])=[CH:47][CH:48]=4)(=[O:41])=[O:40])[C:22]=3[N:23]=[C:24]([NH:26][C:27]3[CH:35]=[CH:34][C:30]([C:31]([NH2:33])=[O:32])=[CH:29][CH:28]=3)[N:25]=2)[CH2:17][CH2:18]1)=[O:6])#[N:2]. Procedure details: To a suspension of cyanoacetic acid (85 mg, 1.00 mmol) in CH2Cl2 (2 mL) (containing 2 drops of DMF), oxalyl chloride (0.082 mL, 0.94 mmol) was added. The mixture was stirred at room temperature for 50 min. To the above solution cooled in an ice bath, a solution of 4-(4-(piperidin-4-ylamino)-7-tosyl-7H-pyrrolo[2,3-d]pyrimidin-2-ylamino)benzamide (58 mg, 0.11 mmol) and TEA (0.450 mL, 3.22 mmol) in DMF (2 mL) was added. The mixture was stirred for 2 h. Water and EtOAc were added. The organic phase ...